This data is from the Open Reaction Database (ORD), a public repository of structured organic reaction records. The task is: describe an organic reaction: reactants, conditions, products, and yield Reactants: NC1=NC=C(C=C1O)Cl (2-amino-5-chloro-3-pyridinol), C(C1=CC=CC=C1)NC(CCl)=O (N-benzyl-α-chloroacetamide). The product is NC1=NC=C(C=C1OCC(=O)NCC1=CC=CC=C1)Cl (2-[(2-Amino-5-chloro-3-pyndinyl)oxy]-N-benzylacetamide). As a reaction SMILES: [NH2:1][C:2]1[C:7]([OH:8])=[CH:6][C:5]([Cl:9])=[CH:4][N:3]=1.[CH2:10]([NH:17][C:18](=[O:21])[CH2:19]Cl)[C:11]1[CH:16]=[CH:15][CH:14]=[CH:13][CH:12]=1>>[NH2:1][C:2]1[C:7]([O:8][CH2:19][C:18]([NH:17][CH2:10][C:11]2[CH:16]=[CH:15][CH:14]=[CH:13][CH:12]=2)=[O:21])=[CH:6][C:5]([Cl:9])=[CH:4][N:3]=1. Reported procedure: The title compound was prepared by the method of P. Nedenskov, N. Clauson-Kaas, J. Lei, H.-N. Heide, G. Olsen and G. Jansen (Acta Chemica Scandinavica, 1969, 23, 1791) from 2-amino-5-chloro-3-pyridinol (G. Mattern, Helv. Chimica Acta, 1977, 60, 2062) and N-benzyl-α-chloroacetamide. Sand coloured solid: Starting materials: O=C([O-])[O-], CNC, CN(C)C=O, CCOC(=O)c1oc(Cl)nc1C(F)(F)F, [K+], [K+], O=[N+]([O-])c1ccc(O)cc1. Yields the product CCOC(=O)c1oc(N(C)C)nc1C(F)(F)F. RXN SMILES: [C:14](=[O:15])([O-:16])[O-:17].[CH3:11][NH:12][CH3:13].[CH3:35][N:36]([CH3:37])[CH:38]=[O:39].[Cl:20][c:21]1[o:22][c:23]([C:30](=[O:31])[O:32][CH2:33][CH3:34])[c:24]([C:26]([F:27])([F:28])[F:29])[n:25]1.[K+:18].[K+:19].[N+:1]([c:2]1[cH:3][cH:4][c:5]([OH:6])[cH:7][cH:8]1)([O-:9])=[O:10]>>[CH3:11][N:12]([CH3:13])[c:21]1[o:22][c:23]([C:30](=[O:31])[O:32][CH2:33][CH3:34])[c:24]([C:26]([F:27])([F:28])[F:29])[n:25]1. Reactants: N(=[N+]=[N-])C(CC)[C@@H]1OCCC1 ((2R)-2-(1-azidopropyl)tetrahydrofuran), [H][H] (hydrogen). The reagents and catalysts are [Pd] (Pd/C). Run in CCO.CC(=O)O (EtOH AcOH). The product is O1C(CCC1)[C@@H](CC)N ((R)-1-(tetrahydrofuran-2-yl)propan-1-amine). Reaction SMILES: [N:1]([CH:4]([C@H:7]1[CH2:11][CH2:10][CH2:9][O:8]1)[CH2:5][CH3:6])=[N+]=[N-].[H][H]>CCO.CC(O)=O.[Pd]>[O:8]1[CH2:9][CH2:10][CH2:11][CH:7]1[C@H:4]([NH2:1])[CH2:5][CH3:6] |f:2.3|. Procedure details: A solution of (2R)-2-(1-azidopropyl)tetrahydrofuran (1.9 g, 12.24 mmol, 1 equiv) in EtOH/AcOH (105 ml of a 100:5 mixture) and 10% Pd/C CATCart (12.24 mmol, 1 equiv) was placed under a positive pressure of hydrogen for 8 hours. The product mixture was concentrated in vacuo and diluted with DCM. The mixture was passed down a 10 g SCX-2 cartridge (resin loading 0.67 mmol/g), eluting with methanol followed by 2M ammonia in EtOH. The appropriate fractions were concentrated in vacuo to afford the titl... Reactants: CCBr, CO, [Na+], [OH-], O, O=c1[nH]c(=O)n(C2CC(O)C(CO)O2)cc1O. Product: CCOc1cn(C2CC(O)C(CO)O2)c(=O)[nH]c1=O. RXN SMILES: [CH2:20]([CH3:21])[Br:22].[CH3:23][OH:24].[Na+:19].[OH-:18].[OH2:25].[OH:1][c:2]1[c:3](=[O:17])[nH:4][c:5](=[O:16])[n:6]([CH:7]2[CH2:8][CH:9]([OH:10])[CH:11]([CH2:12][OH:13])[O:14]2)[cH:15]1>>[O:1]([c:2]1[c:3](=[O:17])[nH:4][c:5](=[O:16])[n:6]([CH:7]2[CH2:8][CH:9]([OH:10])[CH:11]([CH2:12][OH:13])[O:14]2)[cH:15]1)[CH2:20][CH3:21]. The reactants are COc1ccc(C(=O)Cl)cc1OC, Nc1cc([N+](=O)[O-])ccc1Cl, O, c1ccncc1. Yields the product COc1ccc(C(=O)Nc2cc([N+](=O)[O-])ccc2Cl)cc1OC. RXN SMILES: [CH3:1][O:2][c:3]1[cH:4][c:5]([C:6](=[O:7])[Cl:8])[cH:9][cH:10][c:11]1[O:12][CH3:13].[Cl:14][c:15]1[c:16]([NH2:17])[cH:18][c:19]([N+:22](=[O:23])[O-:24])[cH:20][cH:21]1.[OH2:25].[cH:26]1[cH:27][cH:28][n:29][cH:30][cH:31]1>>[CH3:1][O:2][c:3]1[cH:4][c:5]([C:6](=[O:7])[NH:17][c:16]2[c:15]([Cl:14])[cH:21][cH:20][c:19]([N+:22](=[O:23])[O-:24])[cH:18]2)[cH:9][cH:10][c:11]1[O:12][CH3:13]. The reactants are OC(CN(C(=O)C1=CC=C2CN(C3=C(CN21)C=CC=C3)C(=O)C3=CC(=C(C=C3)C3=C(C=CC=C3)C(F)(F)F)C)C)CO (10-[(2-Methyl-2′-trifluoromethyl-[1,1′-biphenyl]-4-yl)carbonyl]-10,11-dihydro-5H-pyrrolo[2,1-c][1,4]benzodiazepine-3-carboxylic acid (2,3-dihydroxy-propyl)-methyl-amide), C(C)(C)N(C(C)C)CC (N,N-diisopropylethyl amine), C(=O)(N1C=NC=C1)N1C=NC=C1 (1,1′-carbonyldiimidazole). Run in ClCCl (dichloromethane). Conditions: time 8 hour. Yields the product CN(C(=O)C1=CC=C2CN(C3=C(CN21)C=CC=C3)C(=O)C3=CC(=C(C=C3)C3=C(C=CC=C3)C(F)(F)F)C)CC3OC(OC3)=O (10-[(2-Methyl-2′-trifluoromethyl-[1,1′-biphenyl]-4-yl)carbonyl]-10,11-dihydro-5H-pyrrolo[2,1-c][1,4]benzodiazepine-3-carboxylic acid methyl-[(2-oxo-[1,3]dioxolan-4-yl)methyl]-amide). RXN SMILES: [OH:1][CH:2]([CH2:41][OH:42])[CH2:3][N:4]([CH3:40])[C:5]([C:7]1[N:16]2[C:10]([CH2:11][N:12]([C:21]([C:23]3[CH:28]=[CH:27][C:26]([C:29]4[CH:34]=[CH:33][CH:32]=[CH:31][C:30]=4[C:35]([F:38])([F:37])[F:36])=[C:25]([CH3:39])[CH:24]=3)=[O:22])[C:13]3[CH:20]=[CH:19][CH:18]=[CH:17][C:14]=3[CH2:15]2)=[CH:9][CH:8]=1)=[O:6].C(N(CC)C(C)C)(C)C.[C:52](N1C=CN=C1)(N1C=CN=C1)=[O:53]>ClCCl>[CH3:40][N:4]([CH2:3][CH:2]1[CH2:41][O:42][C:52](=[O:53])[O:1]1)[C:5]([C:7]1[N:16]2[C:10]([CH2:11][N:12]([C:21]([C:23]3[CH:28]=[CH:27][C:26]([C:29]4[CH:34]=[CH:33][CH:32]=[CH:31][C:30]=4[C:35]([F:37])([F:38])[F:36])=[C:25]([CH3:39])[CH:24]=3)=[O:22])[C:13]3[CH:20]=[CH:19][CH:18]=[CH:17][C:14]=3[CH2:15]2)=[CH:9][CH:8]=1)=[O:6]. Procedure details: To a solution of 10-[(2-methyl-2′-trifluoromethyl-[1,1′-biphenyl]-4-yl)carbonyl]-10,11-dihydro-5H-pyrrolo[2,1-c][1,4]benzodiazepine-3-carboxylic acid (2,3-dihydroxypropyl)-methyl-amide of Example 2 (0.50 g, 0.87 mmol) in dichloromethane (17 mL) at 0° C. was added N,N-diisopropylethyl amine (0.30 mL, 1.72 mmol) followed by 1,1′-carbonyldiimidazole (0.14 g, 0.87 mmol). The reaction was allowed to warm to room temperature while stirring overnight then concentrated in vacuo to give a white solid. Th... Starting materials: [Al+3], Cc1ccc(S(=O)(=O)n2nc(-c3cc(Cl)c(OCc4ccccc4)cc3OCc3ccccc3)c(N3CCN(C(=O)OC(C)(C)C)CC3)c2C(=O)OCC(C)C)cc1, CO, CCOCC, [H-], [H-], [H-], [H-], [Li+], [Na+], [OH-]. Yields the product Cc1ccc(S(=O)(=O)n2nc(-c3cc(Cl)c(OCc4ccccc4)cc3OCc3ccccc3)c(N3CCN(C(=O)OC(C)(C)C)CC3)c2CO)cc1. As a reaction SMILES: [Al+3:2].[C:7]([CH3:8])([CH3:9])([CH3:10])[O:11][C:12](=[O:13])[N:14]1[CH2:15][CH2:16][N:17]([c:20]2[c:21](-[c:42]3[c:43]([O:57][CH2:58][c:59]4[cH:60][cH:61][cH:62][cH:63][cH:64]4)[cH:44][c:45]([O:49][CH2:50][c:51]4[cH:52][cH:53][cH:54][cH:55][cH:56]4)[c:46]([Cl:48])[cH:47]3)[n:22][n:23]([S:32](=[O:33])(=[O:34])[c:35]3[cH:36][cH:37][c:38]([CH3:41])[cH:39][cH:40]3)[c:24]2[C:25](=[O:26])[O:27][CH2:28][CH:29]([CH3:30])[CH3:31])[CH2:18][CH2:19]1.[CH3:67][OH:68].[CH3:69][CH2:70][O:71][CH2:72][CH3:73].[H-:1].[H-:4].[H-:5].[H-:6].[Li+:3].[Na+:66].[OH-:65]>>[C:7]([CH3:8])([CH3:9])([CH3:10])[O:11][C:12](=[O:13])[N:14]1[CH2:15][CH2:16][N:17]([c:20]2[c:21](-[c:42]3[c:43]([O:57][CH2:58][c:59]4[cH:60][cH:61][cH:62][cH:63][cH:64]4)[cH:44][c:45]([O:49][CH2:50][c:51]4[cH:52][cH:53][cH:54][cH:55][cH:56]4)[c:46]([Cl:48])[cH:47]3)[n:22][n:23]([S:32](=[O:33])(=[O:34])[c:35]3[cH:36][cH:37][c:38]([CH3:41])[cH:39][cH:40]3)[c:24]2[CH2:25][OH:26])[CH2:18][CH2:19]1.